Dataset: the Open Reaction Database (ORD), a public repository of structured organic reaction records. Task: describe an organic reaction: reactants, conditions, products, and yield Starting materials: CC(=O)OC(C)=O, ClCCl, Cc1cccc(C=NNc2cc(N3CCOCC3)n3nc(C4CCNCC4)cc3n2)c1. Yields the product CC(=O)N1CCC(c2cc3nc(NN=Cc4cccc(C)c4)cc(N4CCOCC4)n3n2)CC1. RXN SMILES: [C:32]([CH3:33])(=[O:34])[O:35][C:36](=[O:37])[CH3:38].[CH2:39]([Cl:40])[Cl:41].[CH3:1][c:2]1[cH:3][c:4]([CH:5]=[N:6][NH:7][c:8]2[n:9][c:10]3[n:11]([c:12]([N:14]4[CH2:15][CH2:16][O:17][CH2:18][CH2:19]4)[cH:13]2)[n:20][c:21]([CH:23]2[CH2:24][CH2:25][NH:26][CH2:27][CH2:28]2)[cH:22]3)[cH:29][cH:30][cH:31]1>>[CH3:1][c:2]1[cH:3][c:4]([CH:5]=[N:6][NH:7][c:8]2[n:9][c:10]3[n:11]([c:12]([N:14]4[CH2:15][CH2:16][O:17][CH2:18][CH2:19]4)[cH:13]2)[n:20][c:21]([CH:23]2[CH2:24][CH2:25][N:26]([C:32]([CH3:33])=[O:34])[CH2:27][CH2:28]2)[cH:22]3)[cH:29][cH:30][cH:31]1.